The task is: describe an organic reaction: reactants, conditions, products, and yield. This data is from the Open Reaction Database (ORD), a public repository of structured organic reaction records. The reactants are COC1=NC=C(C=C1)C=1N=C(NC1)C (2-methoxy-5-(2-methylimidazol-4-yl)pyridine), C([O-])([O-])=O.[K+].[K+] (potassium carbonate), BrCCCCN1C(C=2C(C1=O)=CC=CC2)=O (N-(4-bromobutyl)phthalimide), COC1=CC=C(C=N1)C=1N=C(NC1CCCCN1C(C2=CC=CC=C2C1=O)=O)C (2-{4-[4-(6-methoxy(3-pyridyl))-2-methylimidazolyl]butyl}-isoindole-1,3-dione). Run in CN(C)C=O (DMF). Run at time 72 hour. Product: C1(NC(C2=CC=CC=C12)=O)=O (isoindole-1,3-dione). The yield is 48.0%. As a reaction SMILES: COC1N=CC(C2N=C(C)NC=2CCCC[N:18]2[C:26](=[O:27])[C:25]3[C:20](=[CH:21][CH:22]=[CH:23][CH:24]=3)[C:19]2=[O:28])=CC=1.COC1C=CC(C2N=C(C)NC=2)=CN=1.C(=O)([O-])[O-].[K+].[K+].BrCCCCN1C(=O)C2=CC=CC=C2C1=O>CN(C=O)C>[C:19]1(=[O:28])[C:20]2[C:25](=[CH:24][CH:23]=[CH:22][CH:21]=2)[C:26](=[O:27])[NH:18]1 |f:2.3.4|. Procedure details: 2-{4-[4-(6-methoxy(3-pyridyl))-2-methylimidazolyl]butyl}-isoindole-1,3-dione. To a solution of 2-methoxy-5-(2-methylimidazol-4-yl)pyridine (5.0 g, 26.4 mmoles) in DMF (100 ml) was added potassium carbonate (18.3 g, 132 mmoles) and N-(4-bromobutyl)phthalimide (8.97 g, 31.7 mmoles) at room temperature under dry conditions. The solution was left stirring at room temperature for 72 hours. The reaction was filtered and the resulting clear solution was dumped onto ice (1 L). The precipitate was filter... Starting materials: BrC(C(=O)C=1C=CC2=C(N(C(O2)=O)C)C1)C (5-(2-bromopropionyl)-3-methyl-2-benzoxazolinone), NC1=NC=C(C=C1)C (2-amino-5-methylpyridine). Product: CC1=C(N=C2N1C=C(C=C2)C)C=2C=CC1=C(N(C(O1)=O)C)C2 (5-(3,6-Dimethylimidazo[1,2-a]pyridin-2-yl)-3-methyl-2-benzoxazolinone). The yield is 77.9%. Reaction SMILES: Br[CH:2]([CH3:16])[C:3]([C:5]1[CH:6]=[CH:7][C:8]2[O:12][C:11](=[O:13])[N:10]([CH3:14])[C:9]=2[CH:15]=1)=O.[NH2:17][C:18]1[CH:23]=[CH:22][C:21]([CH3:24])=[CH:20][N:19]=1>>[CH3:16][C:2]1[N:19]2[CH:20]=[C:21]([CH3:24])[CH:22]=[CH:23][C:18]2=[N:17][C:3]=1[C:5]1[CH:6]=[CH:7][C:8]2[O:12][C:11](=[O:13])[N:10]([CH3:14])[C:9]=2[CH:15]=1. Reported procedure: 5-(3,6-Dimethylimidazo[1,2-a]pyridin-2-yl)-3-methyl-2-benzoxazolinone (1.85 g) was prepared in substantially the same manner as that of Example 30 from 5-(2-bromopropionyl)-3-methyl-2-benzoxazolinone (2.3 g) and 2-amino-5-methylpyridine (2.6 g). mp. 247°-249° C. Reactants: NC1=CC=C(C(=O)OC)C=C1 (methyl 4-aminobenzoate), COC1OC(CC1)OC (2,5-dimethoxytetrahydrofuran). Solvent: O (water), C(C)(=O)O (acetic acid). Product: N1(C=CC=C1)C1=CC=C(C(=O)OC)C=C1 (Methyl 4-(1-pyrrolyl)benzoate). Reaction SMILES: [NH2:1][C:2]1[CH:11]=[CH:10][C:5]([C:6]([O:8][CH3:9])=[O:7])=[CH:4][CH:3]=1.CO[CH:14]1[CH2:18][CH2:17][CH:16](OC)O1>C(O)(=O)C.O>[N:1]1([C:2]2[CH:3]=[CH:4][C:5]([C:6]([O:8][CH3:9])=[O:7])=[CH:10][CH:11]=2)[CH:14]=[CH:18][CH:17]=[CH:16]1. Procedure details: To a stirred solution of methyl 4-aminobenzoate (7.6 g) in acetic acid (25 ml) was added 2,5-dimethoxytetrahydrofuran (6.6 g) dropwise and the reaction mixture was heated under reflux for 1 hour and then diluted with water. The resulting precipitated crystals were purified by column chromatography on silica gel. Recrystallization from ethyl acetate-hexane afforded the title compound as colorless plates (7.5 g, 74%), m.p. 128°-129° C. Starting materials: CC(=O)C (acetone), ClC=1C=C2C(=C(N(C2=CC1)C)C(=O)OCC)C(C(=O)OC)=O (methyl 5-chloro-2-(ethoxycarbonyl)-1-methyl-α-oxo-1H-indole-3-acetate), C1(=CC=CC=C1)NN (phenylhydrazine), 1/1, O (water). Solvent: C(C)(=O)O (acetic acid). Run at time 15 hour. Product: ClC1=CC=2C3=C(N(C2C=C1)C)C(N(N=C3C(=O)OC)C3=CC=CC=C3)=O (Methyl 8-chloro-5-methyl-4-oxo-3-phenyl-3,5-dihydro-4H-pyridazino[4,5-b]indole-1-carboxylate). Yield: 79.7%. Reaction SMILES: [Cl:1][C:2]1[CH:3]=[C:4]2[C:8](=[CH:9][CH:10]=1)[N:7]([CH3:11])[C:6]([C:12]([O:14]CC)=O)=[C:5]2[C:17](=O)[C:18]([O:20][CH3:21])=[O:19].[C:23]1([NH:29][NH2:30])[CH:28]=[CH:27][CH:26]=[CH:25][CH:24]=1.O.CC(C)=O>C(O)(=O)C>[Cl:1][C:2]1[CH:10]=[CH:9][C:8]2[N:7]([CH3:11])[C:6]3[C:12](=[O:14])[N:29]([C:23]4[CH:28]=[CH:27][CH:26]=[CH:25][CH:24]=4)[N:30]=[C:17]([C:18]([O:20][CH3:21])=[O:19])[C:5]=3[C:4]=2[CH:3]=1. Reported procedure: A solution of 19 g (59 mmol) of methyl 5-chloro-2-(ethoxycarbonyl)-1-methyl-α-oxo-1H-indole-3-acetate and 26 g (240 mmol) of phenylhydrazine in 250 ml of acetic acid is heated at reflux for 2 h. The mixture is cooled, 250 ml of a 1/1 mixture of water and of acetone are added and the mixture is left standing at 4° C. for 15 h. The precipitate is collected by filtration, washed with water and with acetone and dried under reduced pressure. 17.4 g (47 mmol) of solid are obtained. Product: C1(=CC=CC=C1)CCCCOCCCCCCN (6-(4-Phenylbutoxy)-hexylamine). As a reaction SMILES: C1(CCCCOCCCCCCBr)C=CC=CC=1.C1(=O)NC(=O)C2=CC=CC=C12.[K].[C:31]1([CH2:37][CH2:38][CH2:39][CH2:40][O:41][C:42]2[CH:43]=[CH:44][CH:45]=[C:46]3[C:51](=O)[N:50](CCCCCC)C(=O)C=23)[CH:36]=[CH:35][CH:34]=[CH:33][CH:32]=1.CN>CC(C)=O.ClCCl>[C:31]1([CH2:37][CH2:38][CH2:39][CH2:40][O:41][CH2:42][CH2:43][CH2:44][CH2:45][CH2:46][CH2:51][NH2:50])[CH:36]=[CH:35][CH:34]=[CH:33][CH:32]=1 |f:1.2,^1:29|. Solvent: ClCCl (dichloromethane), CC(=O)C (acetone). Procedure details: A solution of 46.6 g (0.15 mol) of 6-(4-phenylbutoxy)-hexyl-bromide and 27.6 g (0.15 mol) of potassium phthalimide in 400 ml of acetone is refluxed for 70 hours. After cooling, the potassium bromide precipitated is removed by suction filtering and the solvent is distilled off in vacuo. The oily residue thus obtained, consisting of crude 6-(4-phenyl-butoxy)-N-hexyl-phthalimide, is stirred into 300 ml of dichloromethane and 300 ml of 40% methylamine solution overnight. The organic phase is separat... The reactants are CN (methylamine), C1(=CC=CC=C1)CCCCOCCCCCCBr (6-(4-phenylbutoxy)-hexyl-bromide), C1(C=2C(C(N1)=O)=CC=CC2)=O.[K] (potassium phthalimide), C1(=CC=CC=C1)CCCCOC=1C=CC=C2C1C(=O)N(C2=O)CCCCCC (6-(4-phenyl-butoxy)-N-hexyl-phthalimide). Starting materials: FC=1C=C(CN)C=CC1C(F)(F)F (3-fluoro-4-(trifluoromethyl)benzylamine), ClC1=C(C=C(C=C1)CN=C=O)Cl (1,2-dichloro-4-(isocyanatomethyl)benzene), C1=NC=CC2=C(C=CC=C12)C(C(=O)O)CC (2-(5-isoquinolinyl)butanoic acid), C1=NC=CC2=C(C=CC=C12)CC(=O)O (5-isoquinolinylacetic acid). The product is FC=1C=C(CNC(C(CC)C2=C3C=CN=CC3=CC=C2)=O)C=CC1C(F)(F)F (N-[3-fluoro-4-(trifluoromethyl)benzyl]-2-(5-isoquinolinyl)butanamide). As a reaction SMILES: [F:1][C:2]1[CH:3]=[C:4]([CH:7]=[CH:8][C:9]=1[C:10]([F:13])([F:12])[F:11])[CH2:5][NH2:6].[CH:14]1[C:23]2[C:18](=[C:19]([CH:24]([CH2:28][CH3:29])[C:25](O)=[O:26])[CH:20]=[CH:21][CH:22]=2)[CH:17]=[CH:16][N:15]=1.C1C2C(=C(CC(O)=O)C=CC=2)C=CN=1.ClC1C=CC(CN=C=O)=CC=1Cl>>[F:1][C:2]1[CH:3]=[C:4]([CH:7]=[CH:8][C:9]=1[C:10]([F:11])([F:12])[F:13])[CH2:5][NH:6][C:25](=[O:26])[CH:24]([C:19]1[CH:20]=[CH:21][CH:22]=[C:23]2[C:18]=1[CH:17]=[CH:16][N:15]=[CH:14]2)[CH2:28][CH3:29]. Procedure details: The title compound was prepared using the procedure described in Example 222B using 3-fluoro-4-(trifluoromethyl)benzylamine and 2-(5-isoquinolinyl)butanoic acid instead of 4-(trifluoromethoxy)benzylamine and 5-isoquinolinylacetic acid. MS (ESI+) m/z 391 (M+H)+; MS (ESI−) m/z 389 (M−H)−; 1H NMR (DMSO, 300 MHz) δ 0.91 (t, J 7.5, 3H), 1.81 (m, 1H), 2.17 (m, 1H), 4.35 (m, 2H), 7.17 (m, 2H), 7.69 (t, J 7.8, 1H), 7.86 (t, J 7.8, 1H), 8.04 (d, J 7.1, 1H), 8.23 (d, J 8.1, 1H), 8.65 (d, J 6.8, 1H), 8.83 ... The reactants are O=C([O-])[O-], CN(C)C=O, Cc1ccc(-c2nc(CCl)co2)s1, [K+], [K+], O, Oc1ccc(CCCn2ccnc2)cc1. Yields the product Cc1ccc(-c2nc(COc3ccc(CCCn4ccnc4)cc3)co2)s1. RXN SMILES: [C:29](=[O:30])([O-:31])[O-:32].[CH3:35][N:36]([CH3:37])[CH:38]=[O:39].[Cl:16][CH2:17][c:18]1[n:19][c:20](-[c:23]2[s:24][c:25]([CH3:28])[cH:26][cH:27]2)[o:21][cH:22]1.[K+:33].[K+:34].[OH2:40].[OH:1][c:2]1[cH:3][cH:4][c:5]([CH2:8][CH2:9][CH2:10][n:11]2[cH:12][n:13][cH:14][cH:15]2)[cH:6][cH:7]1>>[O:1]([c:2]1[cH:3][cH:4][c:5]([CH2:8][CH2:9][CH2:10][n:11]2[cH:12][n:13][cH:14][cH:15]2)[cH:6][cH:7]1)[CH2:17][c:18]1[n:19][c:20](-[c:23]2[s:24][c:25]([CH3:28])[cH:26][cH:27]2)[o:21][cH:22]1. Reactants: [H-].[Na+] (sodium hydride), BrCCCCl (1-bromo-3-chloropropane), N1C=CC2=CC=CC=C12 (1H-indole), BrCCCCl (1-bromo-3-chloropropane), C1=CC=CC=C1 (benzene). The reagents and catalysts are [Cl-].C(C)[N+](CC1=CC=CC=C1)(CC)CC (N,N,N-triethylbenzenemethanaminium chloride). Solvent: O (water). Conditions: time 1 hour. Yields the product ClCCCN1C=CC2=CC=CC=C12 (1-(3-chloropropyl)-1H-indole). Isolated yield 83.0%. Reaction SMILES: [NH:1]1[C:9]2[C:4](=[CH:5][CH:6]=[CH:7][CH:8]=2)[CH:3]=[CH:2]1.Br[CH2:11][CH2:12][CH2:13][Cl:14].C1C=CC=CC=1.[H-].[Na+]>[Cl-].C([N+](CC)(CC)CC1C=CC=CC=1)C.O>[Cl:14][CH2:13][CH2:12][CH2:11][N:1]1[C:9]2[C:4](=[CH:5][CH:6]=[CH:7][CH:8]=2)[CH:3]=[CH:2]1 |f:3.4,5.6|. Procedure: To a stirred mixture of 58.5 g of 1H-indole, 107.5 ml of 1-bromo-3-chloropropane, 15 mg of N,N,N-triethylbenzenemethanaminium chloride and 450 ml of benzene were added dropwise, during a period of 30 minutes, 250 ml of a sodium hydride dispersion 60% at 40° C. Upon completion, stirring was continued for 1 hour at 40° C. Another amount of 15 ml of 1-bromo-3-chloropropane was added and stirring was continued for 1 hour at 50° C. After cooling, the reaction mixture was poured into water. The produc... Reactants: NC=1SC2=C(N1)C(=C(C=C2)C(=O)OC)C (methyl 2-amino-4-methylbenzothiazole-5-carboxylate), [OH-].[Na+] (NaOH), S(=O)(=O)(OC)OC (dimethyl sulfate), Cl (HCl). Reagents/catalysts: (n-Bu)4N OH—. The solvent is ice, O (water), C(CO)O (ethylene glycol), C1(=CC=CC=C1)C (toluene). Run at temperature 130 celsius, time 20 hour. Product: NC=1C(=C(C(=O)O)C=CC1SC)C (3-Amino-2-methyl-4-methylsulfanylbenzoic Acid). RXN SMILES: N[C:2]1[S:3][C:4]2[CH:10]=[CH:9][C:8]([C:11]([O:13]C)=[O:12])=[C:7]([CH3:15])[C:5]=2[N:6]=1.[OH-].[Na+].S(OC)(OC)(=O)=O.Cl>O.C(O)CO.C1(C)C=CC=CC=1>[NH2:6][C:5]1[C:7]([CH3:15])=[C:8]([CH:9]=[CH:10][C:4]=1[S:3][CH3:2])[C:11]([OH:13])=[O:12] |f:1.2|. Reported procedure: 10 g of methyl 2-amino-4-methylbenzothiazole-5-carboxylate (0.045 mol.) were dissolved in a mixture of 120 ml of water, 120 ml of ethylene glycol and 50 g of NaOH, and the mixture was stirred at 130° C. for 20 h. The mixture was then diluted with 50 g of ice, 3 drops of (n-Bu)4N+OH— solution were added and finally, at 20° C., 6.25 ml of dimethyl sulfate (0.05 mol) in 15 ml of toluene were added dropwise. After 30 min, the mixture was acidified with conc. HCl and the precipitate was filtered off ... The reactants are OCCCBr, COCCC1CN(C2=Nc3ccccc3Nc3sc(C(F)(F)F)nc32)CCN1. Yields the product COCCC1CN(C2=Nc3ccccc3Nc3sc(C(F)(F)F)nc32)CCN1CCCO. As a reaction SMILES: [Br:29][CH2:30][CH2:31][CH2:32][OH:33].[CH3:1][O:2][CH2:3][CH2:4][CH:5]1[CH2:6][N:7]([C:11]2=[N:12][c:13]3[c:14]([cH:25][cH:26][cH:27][cH:28]3)[NH:15][c:16]3[s:17][c:18]([C:21]([F:22])([F:23])[F:24])[n:19][c:20]32)[CH2:8][CH2:9][NH:10]1>>[CH3:1][O:2][CH2:3][CH2:4][CH:5]1[CH2:6][N:7]([C:11]2=[N:12][c:13]3[c:14]([cH:25][cH:26][cH:27][cH:28]3)[NH:15][c:16]3[s:17][c:18]([C:21]([F:22])([F:23])[F:24])[n:19][c:20]32)[CH2:8][CH2:9][N:10]1[CH2:30][CH2:31][CH2:32][OH:33].